From a dataset of the Open Reaction Database (ORD), a public repository of structured organic reaction records. describe an organic reaction: reactants, conditions, products, and yield The reactants are CC(=O)N1CCN(c2cccc3c2ccn3-c2ccnc(NC3CCC(N(CCO[Si](C)(C)C(C)(C)C)S(C)(=O)=O)CC3)n2)CC1, CCCC[N+](CCCC)(CCCC)CCCC, C1CCOC1, [F-], O. Product: CC(=O)N1CCN(c2cccc3c2ccn3-c2ccnc(NC3CCC(N(CCO)S(C)(=O)=O)CC3)n2)CC1. RXN SMILES: [C:1]([Si:2]([CH3:3])([CH3:4])[O:6][CH2:7][CH2:8][N:9]([CH:10]1[CH2:11][CH2:12][CH:13]([NH:16][c:17]2[n:18][cH:19][cH:20][c:21](-[n:23]3[cH:24][cH:25][c:26]4[c:27]([N:32]5[CH2:33][CH2:34][N:35]([C:38]([CH3:39])=[O:40])[CH2:36][CH2:37]5)[cH:28][cH:29][cH:30][c:31]34)[n:22]2)[CH2:14][CH2:15]1)[S:41](=[O:42])(=[O:43])[CH3:44])([CH3:5])([CH3:45])[CH3:46].[CH2:48]([N+:49]([CH2:50][CH2:51][CH2:52][CH3:53])([CH2:54][CH2:55][CH2:56][CH3:57])[CH2:58][CH2:59][CH2:60][CH3:61])[CH2:62][CH2:63][CH3:64].[CH2:65]1[O:66][CH2:67][CH2:68][CH2:69]1.[F-:47].[OH2:70]>>[OH:6][CH2:7][CH2:8][N:9]([CH:10]1[CH2:11][CH2:12][CH:13]([NH:16][c:17]2[n:18][cH:19][cH:20][c:21](-[n:23]3[cH:24][cH:25][c:26]4[c:27]([N:32]5[CH2:33][CH2:34][N:35]([C:38]([CH3:39])=[O:40])[CH2:36][CH2:37]5)[cH:28][cH:29][cH:30][c:31]34)[n:22]2)[CH2:14][CH2:15]1)[S:41](=[O:42])(=[O:43])[CH3:44]. Reactants: C1=CC=CC=2C3=CC=CC=C3C(C12)COC(=O)N1C(CCC1)C(NCC1=NC(=NC(=C1)C)N1C=NC=C1)=O (2-[(2-imidazol-1-yl-6-methyl-pyrimidin-4-ylmethyl)-carbamoyl]-pyrrolidine-1-carboxylic acid 9H-fluoren-9-ylmethyl ester), N1CCCCC1 (piperidine). The solvent is CN(C=O)C (dimethylformamide). Run at time 20 minute. Yields the product N1(C=NC=C1)C1=NC(=CC(=N1)CNC(=O)C1NCCC1)C (pyrrolidine-2-carboxylic acid (2-imidazol-1-yl-6-methyl-pyrimidin-4-ylmethyl)-amide). Yield: 99.7%. RXN SMILES: C1C2C(COC([N:18]3[CH2:22][CH2:21][CH2:20][CH:19]3[C:23](=[O:38])[NH:24][CH2:25][C:26]3[CH:31]=[C:30]([CH3:32])[N:29]=[C:28]([N:33]4[CH:37]=[CH:36][N:35]=[CH:34]4)[N:27]=3)=O)C3C(=CC=CC=3)C=2C=CC=1.N1CCCCC1>CN(C)C=O>[N:33]1([C:28]2[N:27]=[C:26]([CH2:25][NH:24][C:23]([CH:19]3[CH2:20][CH2:21][CH2:22][NH:18]3)=[O:38])[CH:31]=[C:30]([CH3:32])[N:29]=2)[CH:37]=[CH:36][N:35]=[CH:34]1. Reported procedure: To a solution of 2-[(2-imidazol-1-yl-6-methyl-pyrimidin-4-ylmethyl)-carbamoyl]-pyrrolidine-1-carboxylic acid 9H-fluoren-9-ylmethyl ester (435 mg, 0.855 mmol) in dimethylformamide (3.2 mL) was added piperidine (800 μL, 8.09 mmol) at r.t. The solution was stirred for 20 min then concentrated under vacuum to afford 244 mg of pyrrolidine-2-carboxylic acid (2-imidazol-1-yl-6-methyl-pyrimidin-4-ylmethyl)-amide as a brown oil. [M+H]+ 287.28. Starting materials: CCOC(Cc1ccc(OCc2csc(-c3ccc(F)c(Cl)c3)n2)cc1C)C(=O)OC, [Li+], [OH-]. The product is CCOC(Cc1ccc(OCc2csc(-c3ccc(F)c(Cl)c3)n2)cc1C)C(=O)O. Reaction SMILES: [CH3:1][O:2][C:3]([CH:4]([CH2:5][c:6]1[c:7]([CH3:27])[cH:8][c:9]([O:12][CH2:13][c:14]2[n:15][c:16](-[c:19]3[cH:20][c:21]([Cl:26])[c:22]([F:25])[cH:23][cH:24]3)[s:17][cH:18]2)[cH:10][cH:11]1)[O:28][CH2:29][CH3:30])=[O:31].[Li+:33].[OH-:32]>>[O:2]=[C:3]([CH:4]([CH2:5][c:6]1[c:7]([CH3:27])[cH:8][c:9]([O:12][CH2:13][c:14]2[n:15][c:16](-[c:19]3[cH:20][c:21]([Cl:26])[c:22]([F:25])[cH:23][cH:24]3)[s:17][cH:18]2)[cH:10][cH:11]1)[O:28][CH2:29][CH3:30])[OH:31].